Dataset: the Open Reaction Database (ORD), a public repository of structured organic reaction records. Task: describe an organic reaction: reactants, conditions, products, and yield Starting materials: C1(CC1)C1=NC(=NO1)NCCN (N-(5-cyclopropyl-1,2,4-oxadiazol-3-yl)ethane-1,2-diamine), TEA, ClCCl (dichloromethane), FC(/C=C/C(=O)O)(F)F ((E)-4,4,4-Trifluorobut-2-enoic acid), C(C(=O)Cl)(=O)Cl (oxalyl chloride), acid chloride. Reagents/catalysts: ClCCl (dichloromethane). The solvent is C(C)(=O)OCC (ethyl acetate), CN(C)C=O (DMF). Run at time 10 minute. The product is C1(CC1)C1=NC(=NO1)NCCNC(\C=C\C(F)(F)F)=O ((E)-N-[2-[(5-Cyclopropyl-1,2,4-oxadiazol-3-yl)amino]ethyl]-4,4,4-trifluoro-but-2-enamide). The yield is 19.0%. Reaction SMILES: [F:1][C:2]([F:9])([F:8])/[CH:3]=[CH:4]/[C:5](O)=[O:6].C(Cl)(=O)C(Cl)=O.[CH:16]1([C:19]2[O:23][N:22]=[C:21]([NH:24][CH2:25][CH2:26][NH2:27])[N:20]=2)[CH2:18][CH2:17]1.ClCCl>ClCCl.C(OCC)(=O)C.CN(C=O)C>[CH:16]1([C:19]2[O:23][N:22]=[C:21]([NH:24][CH2:25][CH2:26][NH:27][C:5](=[O:6])/[CH:4]=[CH:3]/[C:2]([F:9])([F:8])[F:1])[N:20]=2)[CH2:18][CH2:17]1. Procedure details: (E)-4,4,4-Trifluorobut-2-enoic acid (17 mg, 0.12 mmol) was dissolved in dichloromethane (1 ml containing one drop of dimethyl formamide), oxalyl chloride was added (11 μl, 0.12 mmol) and the solution was stirred at room temperature for 10 minutes. This solution was added to a solution of N-(5-cyclopropyl-1,2,4-oxadiazol-3-yl)ethane-1,2-diamine (17 mg, 0.1 mmol) and TEA (42 μl, 0.3 mmol) in a mixture of anhydrous dichloromethane (1 ml) and anhydrous DMF (1 ml) and the resulting mixture was stirre... Run in C(C)#N (acetonitrile), Cl (hydrochloric acid). Reactants: ClC1=C(C=C(C(=C1)Cl)[N+](=O)[O-])[N+](=O)[O-] (1,5-dichloro-2,4-dinitrobenzene), C(CO)(=O)OCC (ethyl glycolate), C([O-])([O-])=O.[K+].[K+] (potassium carbonate), COCCOCCN(CCOCCOC)CCOCCOC (TDA-1). Reported procedure: A solution of 1,5-dichloro-2,4-dinitrobenzene (2.0 g), ethyl glycolate (1.32 g) and anhydrous potassium carbonate (0.88 g) and TDA-1 (0.27 g) in acetonitrile (10 g) was refluxed for 5 hours. After cooling, the reaction mixture was diluted with 3% hydrochloric acid (200 ml) and extracted with ethyl acetate. The organic layer was washed with 5% sodium carbonate solution, water and saturate sodium chloride solution in order, dried over magnesium sulfate, filtered and concentrated. The precipitated ... Product: [N+](=O)([O-])C1=C(OCC(=O)OCC)C=C(C(=C1)[N+](=O)[O-])Cl (ethyl 2,4-dinitro-5-chlorophenoxyacetate). As a reaction SMILES: Cl[C:2]1[CH:7]=[C:6]([Cl:8])[C:5]([N+:9]([O-:11])=[O:10])=[CH:4][C:3]=1[N+:12]([O-:14])=[O:13].[C:15]([O:19][CH2:20][CH3:21])(=[O:18])[CH2:16][OH:17].C(=O)([O-])[O-].[K+].[K+].COCCOCCN(CCOCCOC)CCOCCOC>C(#N)C.Cl>[N+:12]([C:3]1[CH:4]=[C:5]([N+:9]([O-:11])=[O:10])[C:6]([Cl:8])=[CH:7][C:2]=1[O:17][CH2:16][C:15]([O:19][CH2:20][CH3:21])=[O:18])([O-:14])=[O:13] |f:2.3.4|. Isolated yield 73.9%. Reactants: Cl (hydrochloric acid), Solution 2, Starch, O.O.O.O.O.O.O.O.O.O.[O-]P([O-])(=O)OP(=O)([O-])[O-].[Na+].[Na+].[Na+].[Na+] (tetrasodium pyrophosphate decahydrate), Solution 1, starch. Run in O (water), O (water). Product: [O-]P([O-])(=O)OP(=O)([O-])[O-].[Na+].[Na+].[Na+].[Na+] (tetrasodium pyrophosphate), 2B. As a reaction SMILES: O.O.O.O.O.O.O.O.O.O.[O-:11][P:12]([O:15][P:16]([O-:19])([O-:18])=[O:17])(=[O:14])[O-:13].[Na+:20].[Na+].[Na+].[Na+].Cl>O>[O-:13][P:12]([O:15][P:16]([O-:19])([O-:18])=[O:17])(=[O:11])[O-:14].[Na+:20].[Na+:20].[Na+:20].[Na+:20] |f:0.1.2.3.4.5.6.7.8.9.10.11.12.13.14,17.18.19.20.21|. Reported procedure: Two solutions of tetrasodium pyrophosphate were prepared by dissolving 20 g. of tetrasodium pyrophosphate decahydrate in 80 ml. of water and adjusting the pH to 7.0 (Solution 1) and 8.0 (Solution 2), respectively, with hydrochloric acid. A total of 100 g. of native tapioca starch was suspended in 125 ml. water, adjusted to pH 7.0 (Starch 1) and filtered on a Buchner funnel as described in Example IV. A total of 60 g. of Solution 1 was poured onto the filter cake of Starch 1, uniformly covering t... The reactants are CCOC(=O)/N=N/C(=O)OCC (diethylazodicarboxylate), C=1(C(=CC=CC1)CCO)C1=CC=CC=C1 (2-biphenyl ethanol), [N+](=O)([O-])C1=CC=C(C=C1)O (4-nitrophenol), C1(=CC=CC=C1)P(C1=CC=CC=C1)C1=CC=CC=C1 (triphenylphosphine), ice water. Run in ClCCl (dichloromethane). Reaction conditions: time 8 hour. Product: [N+](=O)([O-])C1=CC=C(OCCC2(CC=CC=C2)C2=CC=CC=C2)C=C1 (1-(2-(4-nitrophenoxy)ethyl)biphenyl). The yield is 39.8%. Reaction SMILES: [C:1]1([C:10]2[CH:15]=[CH:14][CH:13]=[CH:12][CH:11]=2)[C:2](CCO)=[CH:3][CH:4]=[CH:5][CH:6]=1.[N+:16]([C:19]1[CH:24]=[CH:23][C:22]([OH:25])=[CH:21][CH:20]=1)([O-:18])=[O:17].[C:26]1(P(C2C=CC=CC=2)C2C=CC=CC=2)C=CC=C[CH:27]=1.CCOC(/N=N/C(OCC)=O)=O>ClCCl>[N+:16]([C:19]1[CH:24]=[CH:23][C:22]([O:25][CH2:26][CH2:27][C:10]2([C:1]3[CH:6]=[CH:5][CH:4]=[CH:3][CH:2]=3)[CH:11]=[CH:12][CH:13]=[CH:14][CH2:15]2)=[CH:21][CH:20]=1)([O-:18])=[O:17]. Reported procedure: 2-biphenyl ethanol (1 g, 5 mmol), 4-nitrophenol (834 mg, 6 mmol), and triphenylphosphine (1.59 g, 6 mmol) was dissolved in 20 mL dichloromethane. The solution was chilled in an ice-water bath prior to the addition of diethylazodicarboxylate (949 μl, 6 mmol). The reaction was then stirred overnight, and the ice-water bath slowly warmed to room temperature. Crude product was purified by flash chromatography to yield 640 mg crystalline solid. 1H NMR (400 MHz, DMSO-d6) δ 8.1 (d), 7.6 (m), 7.47–7.41 ... The reactants are CC=1N=CNC1 (4-methylimidazole), FC1=CC=C(C=O)C=C1 (4-fluorobenzaldehyde), COC1(CCOCC1)C1=CC(=CC=C1)OCC1=CC=C(C=C1)N1C(=NC=C1)C (4-methoxy-4-[3-[4-(2-methylimidazol- 1-yl)benzyloxy]phenyl]-3,4,5,6-tetrahydro-2H-pyran). Yields the product COC1(CCOCC1)C1=CC(=CC=C1)OCC1=CC=C(C=C1)N1C=NC(=C1)C (4-Methoxy-4-[3-[4-(4-methylimidazol-1-yl)benzyloxy]phenyl]-3,4,5,6-tetrahydro-2H-pyran). Reaction SMILES: [CH3:1][C:2]1[N:3]=[CH:4][NH:5][CH:6]=1.FC1C=CC(C=O)=CC=1.[CH3:16][O:17][C:18]1([C:24]2[CH:29]=[CH:28][CH:27]=[C:26]([O:30][CH2:31][C:32]3[CH:37]=[CH:36][C:35](N4C=CN=C4C)=[CH:34][CH:33]=3)[CH:25]=2)[CH2:23][CH2:22][O:21][CH2:20][CH2:19]1>>[CH3:16][O:17][C:18]1([C:24]2[CH:29]=[CH:28][CH:27]=[C:26]([O:30][CH2:31][C:32]3[CH:37]=[CH:36][C:35]([N:5]4[CH:6]=[C:2]([CH3:1])[N:3]=[CH:4]4)=[CH:34][CH:33]=3)[CH:25]=2)[CH2:23][CH2:22][O:21][CH2:20][CH2:19]1. Procedure details: The title compound was prepared using 4-methylimidazole and 4-fluorobenzaldehyde according to the procedure as described for 4-methoxy-4-[3-[4-(2-methylimidazol- 1-yl)benzyloxy]phenyl]-3,4,5,6-tetrahydro-2H-pyran (Example 2). The reactants are C1CCOC1, COC(=O)CCc1ccc(OC(C)c2oc(-c3ccc(C(F)(F)F)cc3)nc2C)cc1C, CO, Cl, [Li+], [OH-], O. Reaction SMILES: [CH2:38]1[O:39][CH2:40][CH2:41][CH2:42]1.[CH3:1][O:2][C:3]([CH2:4][CH2:5][c:6]1[c:7]([CH3:31])[cH:8][c:9]([O:12][CH:13]([CH3:14])[c:15]2[c:16]([CH3:30])[n:17][c:18](-[c:20]3[cH:21][cH:22][c:23]([C:26]([F:27])([F:28])[F:29])[cH:24][cH:25]3)[o:19]2)[cH:10][cH:11]1)=[O:32].[CH3:33][OH:34].[ClH:37].[Li+:35].[OH-:36].[OH2:43]>>[O:2]=[C:3]([CH2:4][CH2:5][c:6]1[c:7]([CH3:31])[cH:8][c:9]([O:12][CH:13]([CH3:14])[c:15]2[c:16]([CH3:30])[n:17][c:18](-[c:20]3[cH:21][cH:22][c:23]([C:26]([F:27])([F:28])[F:29])[cH:24][cH:25]3)[o:19]2)[cH:10][cH:11]1)[OH:32]. Yields the product Cc1cc(OC(C)c2oc(-c3ccc(C(F)(F)F)cc3)nc2C)ccc1CCC(=O)O.